Dataset: the Open Reaction Database (ORD), a public repository of structured organic reaction records. Task: describe an organic reaction: reactants, conditions, products, and yield Starting materials: [Br-], CC(=O)c1ccc2c(c1)CCNC2=O, C1CCOC1, C[Mg+], CCOC(C)=O, [Cl-], [NH4+], O. Product: CC(C)(O)c1ccc2c(c1)CCNC2=O. As a reaction SMILES: [Br-:15].[C:1]([CH3:2])(=[O:3])[c:4]1[cH:5][c:6]2[c:11]([cH:12][cH:13]1)[C:10](=[O:14])[NH:9][CH2:8][CH2:7]2.[CH2:21]1[O:22][CH2:23][CH2:24][CH2:25]1.[CH3:16][Mg+:17].[CH3:26][CH2:27][O:28][C:29](=[O:30])[CH3:31].[Cl-:18].[NH4+:19].[OH2:20]>>[C:1]([CH3:2])([OH:3])([c:4]1[cH:5][c:6]2[c:11]([cH:12][cH:13]1)[C:10](=[O:14])[NH:9][CH2:8][CH2:7]2)[CH3:16]. Reactants: Brc1c[nH]cn1, CC(C)c1cc(-c2ccc(C(F)(F)F)cc2)nc(Cl)n1. Yields the product CC(C)c1cc(-c2ccc(C(F)(F)F)cc2)nc(-n2cnc(Br)c2)n1. RXN SMILES: [Br:21][c:22]1[n:23][cH:24][nH:25][cH:26]1.[Cl:1][c:2]1[n:3][c:4](-[c:11]2[cH:12][cH:13][c:14]([C:17]([F:18])([F:19])[F:20])[cH:15][cH:16]2)[cH:5][c:6]([CH:8]([CH3:9])[CH3:10])[n:7]1>>[c:2]1(-[n:25]2[cH:24][n:23][c:22]([Br:21])[cH:26]2)[n:3][c:4](-[c:11]2[cH:12][cH:13][c:14]([C:17]([F:18])([F:19])[F:20])[cH:15][cH:16]2)[cH:5][c:6]([CH:8]([CH3:9])[CH3:10])[n:7]1. Starting materials: CN, C1CCOC1, O=C(O)Cn1c(-c2ccccn2)nc2cccnc21. Yields the product CNC(=O)Cn1c(-c2ccccn2)nc2cccnc21. Reaction SMILES: [CH3:20][NH2:21].[O:22]1[CH2:23][CH2:24][CH2:25][CH2:26]1.[n:1]1[c:2](-[c:7]2[n:8][c:9]3[c:10]([n:11][cH:12][cH:13][cH:14]3)[n:15]2[CH2:16][C:17](=[O:18])[OH:19])[cH:3][cH:4][cH:5][cH:6]1>>[n:1]1[c:2](-[c:7]2[n:8][c:9]3[c:10]([n:11][cH:12][cH:13][cH:14]3)[n:15]2[CH2:16][C:17](=[O:19])[NH:21][CH3:20])[cH:3][cH:4][cH:5][cH:6]1.